Dataset: the Open Reaction Database (ORD), a public repository of structured organic reaction records. Task: describe an organic reaction: reactants, conditions, products, and yield Reactants: ClC=1N=C(C2=C(N1)C(=C(S2)C=2C=C(C=CC2)C(=O)N2CCN(CC2)C)C)N2CCOCC2 (3-(2-chloro-7-methyl-4-morpholinothieno[3,2-d]pyrimidin-6-yl)phenyl(4-methylpiperazin-1-yl)methanone), N1C=CC2=CC(=CN=C12)B1OC(C)(C)C(C)(C)O1 (7-azaindole-5-boronic acid pinacol ester). The product is CC1=C(SC2=C1N=C(N=C2N2CCOCC2)C=2C=C1C(=NC2)NC=C1)C=1C=C(C=CC1)C(=O)N1CCN(CC1)C ((3-(7-methyl-4-morpholino-2-(1H-pyrrolo[2,3-b]pyridin-5-yl)thieno[3,2-d]pyrimidin-6-yl)phenyl)(4-methylpiperazin-1-yl)methanone). Reaction SMILES: Cl[C:2]1[N:3]=[C:4]([N:27]2[CH2:32][CH2:31][O:30][CH2:29][CH2:28]2)[C:5]2[S:10][C:9]([C:11]3[CH:12]=[C:13]([C:17]([N:19]4[CH2:24][CH2:23][N:22]([CH3:25])[CH2:21][CH2:20]4)=[O:18])[CH:14]=[CH:15][CH:16]=3)=[C:8]([CH3:26])[C:6]=2[N:7]=1.[NH:33]1[C:41]2[C:36](=[CH:37][C:38](B3OC(C)(C)C(C)(C)O3)=[CH:39][N:40]=2)[CH:35]=[CH:34]1>>[CH3:26][C:8]1[C:6]2[N:7]=[C:2]([C:38]3[CH:37]=[C:36]4[CH:35]=[CH:34][NH:33][C:41]4=[N:40][CH:39]=3)[N:3]=[C:4]([N:27]3[CH2:32][CH2:31][O:30][CH2:29][CH2:28]3)[C:5]=2[S:10][C:9]=1[C:11]1[CH:12]=[C:13]([C:17]([N:19]2[CH2:24][CH2:23][N:22]([CH3:25])[CH2:21][CH2:20]2)=[O:18])[CH:14]=[CH:15][CH:16]=1. Procedure details: 3-(2-Chloro-7-methyl-4-morpholinothieno[3,2-d]pyrimidin-6-yl)benzoic acid (60 mg) was reacted with 1-methylpiperizine via General Procedure B to yield 3-(2-chloro-7-methyl-4-morpholinothieno[3,2-d]pyrimidin-6-yl)phenyl(4-methylpiperazin-1-yl)methanone. Crude 3-(2-chloro-7-methyl-4-morpholinothieno[3,2-d]pyrimidin-6-yl)phenyl(4-methylpiperazin-1-yl)methanone (67 mg) was coupled to 7-azaindole-5-boronic acid pinacol ester via General Procedure A. The product was purified by reverse phase HPLC to y... Reactants: C(C)(C)(C)OC(=O)N1CCC(CC1)(C1=C(C=C(C=C1)Cl)Cl)C#N (4-cyano-4-(2,4-dichlorophenyl)piperidine-1-carboxylic acid tert-butyl ester). Procedure details: To 4-cyano-4-(2,4-dichlorophenyl)piperidine-1-carboxylic acid tert-butyl ester (0.620 g, 1.74 mmol) in 5 ml of dichloromethane, 2 ml of trifluoroacetic acid was added and the solution stirred at room temperature for 1 hour. The solution was concentrated, neutralized with 10% KOH solution and extracted into 25 ml of dichloromethane. The organic layer was dried over sodium sulfate, filtered and concentrated to give 0.442 g (99%) of 4-(2,4-dichlorophenyl)piperidine-4-carbonitrile which was used as ... Reaction conditions: time 1 hour. Isolated yield 99.6%. Reaction SMILES: C(OC([N:8]1[CH2:13][CH2:12][C:11]([C:22]#[N:23])([C:14]2[CH:19]=[CH:18][C:17]([Cl:20])=[CH:16][C:15]=2[Cl:21])[CH2:10][CH2:9]1)=O)(C)(C)C>ClCCl.FC(F)(F)C(O)=O>[Cl:21][C:15]1[CH:16]=[C:17]([Cl:20])[CH:18]=[CH:19][C:14]=1[C:11]1([C:22]#[N:23])[CH2:12][CH2:13][NH:8][CH2:9][CH2:10]1. Run in ClCCl (dichloromethane), FC(C(=O)O)(F)F (trifluoroacetic acid). Yields the product ClC1=C(C=CC(=C1)Cl)C1(CCNCC1)C#N (4-(2,4-dichlorophenyl)piperidine-4-carbonitrile). Reactants: O=C1C2=CC=CC=C2CC12OC2C2=CC=C(C(=O)O)C=C2 (4-(1-oxospiro[indan-2,2′-oxiran]-3′-yl)benzoic acid), O.NN (hydrazine hydrate), CO (methanol). Reagents/catalysts: C(C)(=O)O (acetic acid). Conditions: temperature 0 celsius, time 24 hour. Yields the product N1N=C(C2=C1C1=CC=CC=C1C2)C2=CC=C(C(=O)OC)C=C2 (methyl 4-(1,4-dihydroindeno [1,2-c]pyrazol-3-yl)benzoate). RXN SMILES: O=[C:2]1[C:10]2([CH:12]([C:13]3[CH:21]=[CH:20][C:16]([C:17]([OH:19])=[O:18])=[CH:15][CH:14]=3)O2)[CH2:9][C:8]2[C:3]1=[CH:4][CH:5]=[CH:6][CH:7]=2.O.[NH2:23][NH2:24].[CH3:25]O>C(O)(=O)C>[NH:23]1[C:2]2[C:3]3[C:8]([CH2:9][C:10]=2[C:12]([C:13]2[CH:21]=[CH:20][C:16]([C:17]([O:19][CH3:25])=[O:18])=[CH:15][CH:14]=2)=[N:24]1)=[CH:7][CH:6]=[CH:5][CH:4]=3 |f:1.2|. Procedure: A mixture of 4-(1-oxospiro[indan-2,2′-oxiran]-3′-yl)benzoic acid (750 mg), methanol (30 ml) and hydrazine hydrate (0.16 ml) was stirred at ambient temperature whilst glacial acetic acid (6 drops) were added. The mixture was boiled under reflux for 24 hours and then allowed to stand at ambient temperature for 24 hours, then cooled to 0° C. and filtered to give methyl 4-(1,4-dihydroindeno [1,2-c]pyrazol-3-yl)benzoate, m.p. 224-226° C. The reactants are CC(=O)Nc1ccc(S(=O)(=O)Cl)cc1, CC(=O)[O-], CCO, Nc1ccccc1, [Na+], O. Yields the product CC(=O)Nc1ccc(S(=O)(=O)Nc2ccccc2)cc1. As a reaction SMILES: [C:1]([CH3:2])(=[O:3])[NH:4][c:5]1[cH:6][cH:7][c:8]([S:9](=[O:10])(=[O:11])[Cl:12])[cH:13][cH:14]1.[CH3:16][C:17](=[O:18])[O-:19].[CH3:28][CH2:29][OH:30].[NH2:20][c:21]1[cH:22][cH:23][cH:24][cH:25][cH:26]1.[Na+:15].[OH2:27]>>[C:1]([CH3:2])(=[O:3])[NH:4][c:5]1[cH:6][cH:7][c:8]([S:9](=[O:10])(=[O:11])[NH:20][c:21]2[cH:22][cH:23][cH:24][cH:25][cH:26]2)[cH:13][cH:14]1. Reactants: CSC(=N)NC(=O)OCc1ccccc1, CC#N, OCCC1CCNCC1. Product: N=C(NC(=O)OCc1ccccc1)N1CCC(CCO)CC1. As a reaction SMILES: [CH2:10]([c:11]1[cH:12][cH:13][cH:14][cH:15][cH:16]1)[O:17][C:18](=[O:19])[NH:20][C:21]([S:22][CH3:23])=[NH:24].[CH3:25][C:26]#[N:27].[OH:1][CH2:2][CH2:3][CH:4]1[CH2:5][CH2:6][NH:7][CH2:8][CH2:9]1>>[OH:1][CH2:2][CH2:3][CH:4]1[CH2:5][CH2:6][N:7]([C:21]([NH:20][C:18]([O:17][CH2:10][c:11]2[cH:12][cH:13][cH:14][cH:15][cH:16]2)=[O:19])=[NH:24])[CH2:8][CH2:9]1. The reactants are NC=1C(=C(C=CC1)SCCO)[N+](=O)[O-] (2-(3-Amino-2-nitro-phenylsulfanyl)-ethanol). The reagents and catalysts are [Pd] (Pd—C). Run in CCOC(=O)C (EtOAc). Product: NC1=C(C=CC=C1N)SCCO (2-(2,3-diamino-phenylsulfanyl)-ethanol). Isolated yield 86.2%. Reaction SMILES: [NH2:1][C:2]1[C:3]([N+:12]([O-])=O)=[C:4]([S:8][CH2:9][CH2:10][OH:11])[CH:5]=[CH:6][CH:7]=1>CCOC(C)=O.[Pd]>[NH2:12][C:3]1[C:2]([NH2:1])=[CH:7][CH:6]=[CH:5][C:4]=1[S:8][CH2:9][CH2:10][OH:11]. Reported procedure: 2-(3-Amino-2-nitro-phenylsulfanyl)-ethanol (1.02 g, 4.8 mmol) was reduced by hydrogenation using 45 psi of H2 with 10% Pd—C (180 mg) in EtOAc (25 mL) for 6 h. After filtering through Celite, solvent was removed in vacuo. Purification by silica gel chromatography (EtOAc) gave 762 mg (87%) of 2-(2,3-diamino-phenylsulfanyl)-ethanol as a faintly yellow solid. 1H NMR (300 MHz, CDCl3) δ 6.98 (dd, 1H, J=7.5, 1.5 Hz), 6.60–6.72 (m, 2H), 3.65 (t, 2H, J=5.7 Hz), 3.55 (br s, 5H), 2.91 (t, 2H, J=5.7 Hz). Reactants: C(CC=C)N1N=NC=C1 (1-but-3-enyl-1H-[1,2,3]triazole), C1CCOC1 (THF), BrC1=CC=C(C=C1)S(=O)(=O)CC=1N=C(OC1)C=1NC2=CC=C(C=C2C1)OC(F)(F)F (2-[4-(4-bromo-benzenesulfonylmethyl)-oxazol-2-yl]-5-trifluoromethoxy-1H-indole), C([O-])([O-])=O.[Cs+].[Cs+] (cesium carbonate). Reagents/catalysts: C1=CC=C(C=C1)P([C-]2C=CC=C2)C3=CC=CC=C3.C1=CC=C(C=C1)P([C-]2C=CC=C2)C3=CC=CC=C3.Cl[Pd]Cl.[Fe+2] (Pd(dppf)Cl2). The solvent is CN(C)C=O (DMF), O (Water). Reaction conditions: time 2 hour. The product is N1(N=NC=C1)CCCCC1=CC=C(C=C1)S(=O)(=O)CC=1N=C(OC1)C=1NC2=CC=C(C=C2C1)OC(F)(F)F (2-{4-[4-(4-[1,2,3]Triazol-1-yl-butyl)-benzenesulfonylmethyl]-oxazol-2-yl}-5-trifluoromethoxy-1H-indole). As a reaction SMILES: [CH2:1]([N:5]1[CH:9]=[CH:8][N:7]=[N:6]1)[CH2:2][CH:3]=[CH2:4].C1COCC1.Br[C:16]1[CH:21]=[CH:20][C:19]([S:22]([CH2:25][C:26]2[N:27]=[C:28]([C:31]3[NH:32][C:33]4[C:38]([CH:39]=3)=[CH:37][C:36]([O:40][C:41]([F:44])([F:43])[F:42])=[CH:35][CH:34]=4)[O:29][CH:30]=2)(=[O:24])=[O:23])=[CH:18][CH:17]=1.C(=O)([O-])[O-].[Cs+].[Cs+]>CN(C=O)C.C1C=CC(P(C2C=CC=CC=2)[C-]2C=CC=C2)=CC=1.C1C=CC(P(C2C=CC=CC=2)[C-]2C=CC=C2)=CC=1.Cl[Pd]Cl.[Fe+2].O>[N:5]1([CH2:1][CH2:2][CH2:3][CH2:4][C:16]2[CH:21]=[CH:20][C:19]([S:22]([CH2:25][C:26]3[N:27]=[C:28]([C:31]4[NH:32][C:33]5[C:38]([CH:39]=4)=[CH:37][C:36]([O:40][C:41]([F:44])([F:42])[F:43])=[CH:35][CH:34]=5)[O:29][CH:30]=3)(=[O:24])=[O:23])=[CH:18][CH:17]=2)[CH:9]=[CH:8][N:7]=[N:6]1 |f:3.4.5,7.8.9.10|. Reported procedure: To a solution of 1-but-3-enyl-1H-[1,2,3]triazole (69 mg, 0.56 mmol) in THF (5 ml) 9-borabicyclo[3.3.1]nonane (0.5 M in THF, 2.46 ml, 1.23 mmol) was added dropwise at 0° C. and stirring continued for 2 h. This mixture was then added to a solution of 2-[4-(4-bromo-benzenesulfonylmethyl)-oxazol-2-yl]-5-trifluoromethoxy-1H-indole (0.28 g, 0.56 mmol), Pd(dppf)Cl2 (49 mg, 0.06 mmol) and aqueous cesium carbonate (0.56 ml, 3M) in DMF (5 ml) and stirred for 3 h at 70° C. Water (10 ml) was added and the m... Starting materials: Cl (HCl), CCN(C(C)C)C(C)C (DIPEA), C(C)(C)(C)OC(=O)N1CCC(CC1)C1=CC=C(C=C1)NC1=NC=C(C(=N1)CCC1=C(C=CC=C1)CC(=O)O)OC (2-(2-(2-(2-((4-(1-(tert-butoxycarbonyl)piperidin-4-yl)phenyl)amino)-5-methoxypyrimidin-4-yl)ethyl)phenyl)acetic acid), C=1C=CC2=C(C1)N=NN2O (HOBt), CCN=C=NCCCN(C)C.Cl (EDCl), C([O-])([O-])=O.[NH4+].[NH4+] (ammonium carbonate). Run in C1CCOC1 (THF), CN(C)C=O (DMF). Conditions: time 66 hour. Yields the product COC=1C(=NC(=NC1)NC1=CC=C(C=C1)C1CCNCC1)CCC1=C(C=CC=C1)CC(=O)N (2-(2-(2-(5-Methoxy-2-((4-(piperidin-4-yl)phenyl)amino)pyrimidin-4-yl)ethyl)phenyl)acetamide), oil. Yield: 92.0%. RXN SMILES: C1C=CC2N(O)N=[N:7]C=2C=1.CCN=C=NCCCN(C)C.Cl.Cl.CCN(C(C)C)C(C)C.C(OC([N:40]1[CH2:45][CH2:44][CH:43]([C:46]2[CH:51]=[CH:50][C:49]([NH:52][C:53]3[N:58]=[C:57]([CH2:59][CH2:60][C:61]4[CH:66]=[CH:65][CH:64]=[CH:63][C:62]=4[CH2:67][C:68]([OH:70])=O)[C:56]([O:71][CH3:72])=[CH:55][N:54]=3)=[CH:48][CH:47]=2)[CH2:42][CH2:41]1)=O)(C)(C)C.C(=O)([O-])[O-].[NH4+].[NH4+]>C1COCC1.CN(C=O)C>[CH3:72][O:71][C:56]1[C:57]([CH2:59][CH2:60][C:61]2[CH:66]=[CH:65][CH:64]=[CH:63][C:62]=2[CH2:67][C:68]([NH2:7])=[O:70])=[N:58][C:53]([NH:52][C:49]2[CH:50]=[CH:51][C:46]([CH:43]3[CH2:42][CH2:41][NH:40][CH2:45][CH2:44]3)=[CH:47][CH:48]=2)=[N:54][CH:55]=1 |f:1.2,6.7.8|. Procedure: HOBt (0.032 g, 0.24 mmol), EDCl.HCl (0.045 g, 0.24 mmol) and DIPEA (0.16 mL, 0.91 mmol) were added to a solution of 2-(2-(2-(2-((4-(1-(tert-butoxycarbonyl)piperidin-4-yl)phenyl)amino)-5-methoxypyrimidin-4-yl)ethyl)phenyl)acetic acid (A101) (0.099 g, 0.18 mmol) in dry THF (6 mL) and dry DMF (1 mL) under nitrogen. After 10 minutes ammonium carbonate (0.087 g, 0.91 mmol) was added in one portion and the resulting mixture was stirred at room temperature for 66 hours. The volatiles were removed in va...